Dataset: the Open Reaction Database (ORD), a public repository of structured organic reaction records. Task: describe an organic reaction: reactants, conditions, products, and yield Procedure: A solution of N-(3-chlorophenyl)-3-fluoro-N′-hydroxypicolinimidamide, 3, (7.73 mmol) in DMF (50 mL) was added at 0° C. to a mixture of NaH (1.2 g, 31 mmol, 60% oil dispersion) in DMF (20 mL). After addition was complete, the ice bath was removed. An additional 12 h passed and the r×n was added to EtOAc:H2CO (1:1). The organic layer was separated and washed with H2CO, brine, dried (MgSO4) and filtered. The solvent was removed under reduced pressure and the residue was purified by reverse phase li... Starting materials: ClC=1C=C(C=CC1)NC(C1=NC=CC=C1F)=NO (N-(3-chlorophenyl)-3-fluoro-N′-hydroxypicolinimidamide), [H-].[Na+] (NaH). Yields the product ClC=1C=C(C=CC1)NC1=NOC=2C1=NC=CC2 (N-(3-chlorophenyl)isoxazolo[4,5-b]pyridin-3-amine). Solvent: CN(C)C=O (DMF), CN(C)C=O (DMF). Reaction SMILES: [Cl:1][C:2]1[CH:3]=[C:4]([NH:8][C:9](=[N:17][OH:18])[C:10]2[C:15](F)=[CH:14][CH:13]=[CH:12][N:11]=2)[CH:5]=[CH:6][CH:7]=1.[H-].[Na+]>CN(C=O)C>[Cl:1][C:2]1[CH:3]=[C:4]([NH:8][C:9]2[C:10]3=[N:11][CH:12]=[CH:13][CH:14]=[C:15]3[O:18][N:17]=2)[CH:5]=[CH:6][CH:7]=1 |f:1.2|. The reactants are [Cl-].[Al+3].[Cl-].[Cl-] (aluminum chloride), COC1=C(C=CC=C1)OC (1,2-dimethoxybenzene), C(C)(=O)N1CCC(CC1)C(=O)Cl (1-acetylpiperidine-4-carbonyl chloride), ice water. Solvent: CCCCC (pentane). Reaction conditions: temperature 100 celsius. Yields the product COC=1C=C(C(=O)C2CCN(CC2)C(C)=O)C=CC1OC (1-[4-(3,4-Dimethoxy-benzoyl)-piperidin-1-yl]-ethanone). As a reaction SMILES: [Cl-].[Al+3].[Cl-].[Cl-].[CH3:5][O:6][C:7]1[CH:12]=[CH:11][CH:10]=[CH:9][C:8]=1[O:13][CH3:14].[C:15]([N:18]1[CH2:23][CH2:22][CH:21]([C:24](Cl)=[O:25])[CH2:20][CH2:19]1)(=[O:17])[CH3:16]>CCCCC>[CH3:5][O:6][C:7]1[CH:12]=[C:11]([CH:10]=[CH:9][C:8]=1[O:13][CH3:14])[C:24]([CH:21]1[CH2:20][CH2:19][N:18]([C:15](=[O:17])[CH3:16])[CH2:23][CH2:22]1)=[O:25] |f:0.1.2.3|. Procedure details: To a rapidly stirred slurry of aluminum chloride (1.1 g, 8.2 mmol) and 1,2-dimethoxybenzene (3.5 mL) at ambient temperature was added 1-acetylpiperidine-4-carbonyl chloride (0.8 g, 4.2 mmol). The reaction mixture was heated at reflux (100° C.) for 1.5 hours and then poured into 30 mL of ice water, the mixture was extracted with DCM (50 mL) and the organic layer was washed with water and dried over Na2SO4. The solvent was removed in vacuo to give an oil. Trituration of the oil with pentane gave t...